This data is from the Open Reaction Database (ORD), a public repository of structured organic reaction records. The task is: describe an organic reaction: reactants, conditions, products, and yield The reactants are CCOC(=O)C (EtOAc), TEA, ClC(Cl)(OC(OC(Cl)(Cl)Cl)=O)Cl (triphosgene), NC=1C=CC(=NC1O)C(=O)N[C@H](C1=NC=CC=C1F)C1=CC(=C(C=C1)OC(F)(F)F)F ((S)-5-amino-N-((3-fluoro-4-(trifluoromethoxy)phenyl)(3-fluoropyridin-2-yl)methyl)-6-hydroxypicolinamide). Run in CCCCCC (hexane), C1CCOC1 (THF). Run at temperature -78 celsius. Yields the product FC=1C=C(C=CC1OC(F)(F)F)[C@H](NC(=O)C1=CC=C2C(=N1)OC(N2)=O)C2=NC=CC=C2F ((S)—N-((3-Fluoro-4-(trifluoromethoxy)phenyl)(3-fluoropyridin-2-yl)methyl)-2-oxo-1,2-dihydrooxazolo[5,4-b]pyridine-5-carboxamide). As a reaction SMILES: [NH2:1][C:2]1[CH:3]=[CH:4][C:5]([C:9]([NH:11][C@@H:12]([C:20]2[CH:25]=[CH:24][C:23]([O:26][C:27]([F:30])([F:29])[F:28])=[C:22]([F:31])[CH:21]=2)[C:13]2[C:18]([F:19])=[CH:17][CH:16]=[CH:15][N:14]=2)=[O:10])=[N:6][C:7]=1[OH:8].Cl[C:33](Cl)([O:35]C(=O)OC(Cl)(Cl)Cl)Cl.CCOC(C)=O>C1COCC1.CCCCCC>[F:31][C:22]1[CH:21]=[C:20]([C@@H:12]([C:13]2[C:18]([F:19])=[CH:17][CH:16]=[CH:15][N:14]=2)[NH:11][C:9]([C:5]2[N:6]=[C:7]3[O:8][C:33](=[O:35])[NH:1][C:2]3=[CH:3][CH:4]=2)=[O:10])[CH:25]=[CH:24][C:23]=1[O:26][C:27]([F:28])([F:30])[F:29]. Procedure: To a cooled (−78° C.), stirred mixture of (S)-5-amino-N-((3-fluoro-4-(trifluoromethoxy)phenyl)(3-fluoropyridin-2-yl)methyl)-6-hydroxypicolinamide (400 mg, 0.00098 mol) in THF (4 mL) was added TEA (1.31 mL, 0.0090 mol, Spectrochem, India) and triphosgene (323 mg, 0.0010 mol, Spectrochem, India) in one lot and the reaction mixture was stirred for 2 h at the same temperature. The reaction was slowly warmed to room temperature overnight. After completion of the reaction (monitored by TLC, 50% EtOAc ... Product: O=C1C2=C(N=C3N1C=C(C=C3)C(=O)O)SC(=C2)CCC (4-Oxo-2-propyl-4H-pyrido[1,2-a]thieno[2,3-d]pyrimidine-7-carboxylic acid). Reaction conditions: temperature 180 celsius. As a reaction SMILES: [NH2:1][C:2]1[S:3][C:4]([CH2:12][CH2:13][CH3:14])=[CH:5][C:6]=1[C:7]([O:9]CC)=O.Cl[C:16]1[N:21]=[CH:20][C:19]([C:22]([OH:24])=[O:23])=[CH:18][CH:17]=1>>[O:9]=[C:7]1[N:21]2[CH:20]=[C:19]([C:22]([OH:24])=[O:23])[CH:18]=[CH:17][C:16]2=[N:1][C:2]2[S:3][C:4]([CH2:12][CH2:13][CH3:14])=[CH:5][C:6]1=2. Procedure: A mixture of 2-amino-5-propyl-3-thiophenecarboxylic acid, ethyl ester, 7.4 g (0.035 mol) and 6-chloro-3-pyridinecarboxylic acid (Aldrich Chemical Company), 6.4 g (0.041 mol) is heated in an oil bath at 180° C. for two hours. The mixture is cooled, extracted with hot chloroform and the residue is dissolved in hot pyridine, cooled and 0.45 g of 4-oxo-2-propyl-4H-pyrido[1,2-a]thieno[2,3-d]pyrimidine-7-carboxylic acid is collected; mp 250°-254° C. after recrystallization from pyridine. Reactants: NC=1SC(=CC1C(=O)OCC)CCC (2-amino-5-propyl-3-thiophenecarboxylic acid, ethyl ester), ClC1=CC=C(C=N1)C(=O)O (6-chloro-3-pyridinecarboxylic acid).